describe an organic reaction: reactants, conditions, products, and yield From a dataset of the Open Reaction Database (ORD), a public repository of structured organic reaction records. Starting materials: CCC(C)[BH-](C(C)CC)C(C)CC, CC(=O)C(CC=Cc1ccc2ccccc2c1)c1ccc(Cl)cc1, [Li+], [Na+], C1CCOC1, [OH-], OO. Product: CC(O)C(CC=Cc1ccc2ccccc2c1)c1ccc(Cl)cc1. As a reaction SMILES: [CH:25]([BH-:26]([CH:27]([CH2:28][CH3:29])[CH3:30])[CH:31]([CH2:32][CH3:33])[CH3:34])([CH2:35][CH3:36])[CH3:37].[Cl:1][c:2]1[cH:3][cH:4][c:5]([CH:8]([C:9]([CH3:10])=[O:11])[CH2:12][CH:13]=[CH:14][c:15]2[cH:16][c:17]3[cH:18][cH:19][cH:20][cH:21][c:22]3[cH:23][cH:24]2)[cH:6][cH:7]1.[Li+:38].[Na+:40].[O:43]1[CH2:44][CH2:45][CH2:46][CH2:47]1.[OH-:39].[OH:41][OH:42]>>[Cl:1][c:2]1[cH:3][cH:4][c:5]([CH:8]([CH:9]([CH3:10])[OH:11])[CH2:12][CH:13]=[CH:14][c:15]2[cH:16][c:17]3[cH:18][cH:19][cH:20][cH:21][c:22]3[cH:23][cH:24]2)[cH:6][cH:7]1.